This data is from the Open Reaction Database (ORD), a public repository of structured organic reaction records. The task is: describe an organic reaction: reactants, conditions, products, and yield Procedure details: A mixture of 1-hydroxybenzotriazole hydrate (3.46 g, 25.6 mmol), 1-(3-dimethylaminopropyl)-3-ethylcarbodiimide hydrochloride (4.91 g, 25.6 mmol), and (S)-N-tert-butoxycarbonyl-3-amino-3-phenylpropanoic acid (6.80 g, 25.6 mmol) in dichloromethane (250 ml) was stirred at room temperature for 1 hour. 0.88 Ammonia (20 ml) was added and the mixture stirred at room temperature for a further 18 hours. The resulting solid was filtered off and washed with sodium bicarbonate solution, then water and dried... Reaction SMILES: O.O[N:3]1C2C=CC=CC=2N=N1.Cl.CN(C)CCCN=C=NCC.[C:24]([O:28][C:29]([NH:31][C@H:32]([C:37]1[CH:42]=[CH:41][CH:40]=[CH:39][CH:38]=1)[CH2:33][C:34](O)=[O:35])=[O:30])([CH3:27])([CH3:26])[CH3:25].N>ClCCl>[NH2:3][C:34](=[O:35])[CH2:33][C@H:32]([NH:31][C:29](=[O:30])[O:28][C:24]([CH3:27])([CH3:26])[CH3:25])[C:37]1[CH:42]=[CH:41][CH:40]=[CH:39][CH:38]=1 |f:0.1,2.3|. The reactants are N (Ammonia), O.ON1N=NC2=C1C=CC=C2 (1-hydroxybenzotriazole hydrate), Cl.CN(CCCN=C=NCC)C (1-(3-dimethylaminopropyl)-3-ethylcarbodiimide hydrochloride), C(C)(C)(C)OC(=O)N[C@@H](CC(=O)O)C1=CC=CC=C1 ((S)-N-tert-butoxycarbonyl-3-amino-3-phenylpropanoic acid). Product: NC(C[C@@H](C1=CC=CC=C1)NC(OC(C)(C)C)=O)=O (tert-Butyl(1S)-3-amino-3-oxo-1-phenylpropylcarbamate). Run in ClCCl (dichloromethane). Reaction conditions: time 1 hour. The reactants are COC1=CC(=CC=2OC3=C(C=CC=C3C(C12)=O)OC)OC (1,3,5-trimethoxyxanthone), C1(=CC=CC=C1)O (phenol), I (HI), OS(=O)[O-].[Na+] (NaHSO3). Reaction conditions: temperature 160 celsius. Product: OC1=CC(=CC=2OC3=C(C=CC=C3C(C12)=O)O)O (1,3,5-trihydroxyxanthone). Reaction SMILES: C[O:2][C:3]1[C:16]2[C:15](=[O:17])[C:14]3[C:9](=[C:10]([O:18]C)[CH:11]=[CH:12][CH:13]=3)[O:8][C:7]=2[CH:6]=[C:5]([O:20]C)[CH:4]=1.C1(O)C=CC=CC=1.I.OS([O-])=O.[Na+]>>[OH:2][C:3]1[C:16]2[C:15](=[O:17])[C:14]3[C:9](=[C:10]([OH:18])[CH:11]=[CH:12][CH:13]=3)[O:8][C:7]=2[CH:6]=[C:5]([OH:20])[CH:4]=1 |f:3.4|. Reported procedure: A mixture of compound 19 (1.9 g, 6.64 mmol) phenol (42 ml) and HI (35 ml) was refluxed at 160° C. for 8 hour and the reaction mixture was poured into aqueous NaHSO3 solution. The resulting yellow precipitate, was collected, purified by silica gel column chromatography (CH2Cl2 --MeOH, 4:1), and crystallized from methanol to give pale yellow needles 20, 1.41 g (5.78 mmol, 87%). The reactants are C(CCCCCCC\C=C/CCCCCCCC)(=O)O (oleic acid), 99, C(CCCCCCCCCCCCCCC)(=O)O (palmitic acid), deuterium. Product: C(CCCCCCCCCCCCCCCCC)(=O)O (stearic acid). Isolated yield 55.0%. RXN SMILES: [C:1]([OH:20])(=[O:19])[CH2:2][CH2:3][CH2:4][CH2:5][CH2:6][CH2:7][CH2:8]/[CH:9]=[CH:10]\[CH2:11][CH2:12][CH2:13][CH2:14][CH2:15][CH2:16][CH2:17][CH3:18].C(O)(=O)CCCCCCCCCCCCCCC>>[C:1]([OH:20])(=[O:19])[CH2:2][CH2:3][CH2:4][CH2:5][CH2:6][CH2:7][CH2:8][CH2:9][CH2:10][CH2:11][CH2:12][CH2:13][CH2:14][CH2:15][CH2:16][CH2:17][CH3:18]. Procedure details: Using the procedure described in Example 1 and substituting therein 20 g. of a purified commercial grade of oleic acid (cis-9 -octadecenoic) acid for the palmitic acid and employing 5 g. of catalyst and adjusting the deuterium flow rate to 150 ml./minute, there is obtained after 15 days of exchange a 55% yield of stearic acid of 99 atom % D. Solvent: ClCCCl (1,2-dichloroethane). Yields the product C12(CC3CC(CC(C1)C3)C2)C=O (1-adamantanecarbaldehyde), OCC12CC3CC(CC(C1)C3)C2 (1-hydroxymethyladamantane). Reactants: OCC12CC3CC(CC(C1)C3)C2 (1-hydroxymethyladamantane), FC(F)(F)C1=CC=CC=C1 (trifluoromethylbenzene). RXN SMILES: [OH:1][CH2:2][C:3]12[CH2:12][CH:7]3[CH2:8][CH:9]([CH2:11][CH:5]([CH2:6]3)[CH2:4]1)[CH2:10]2.FC(C1C=CC=CC=1)(F)F>ClCCCl>[C:3]12([CH:2]=[O:1])[CH2:10][CH:9]3[CH2:8][CH:7]([CH2:6][CH:5]([CH2:11]3)[CH2:4]1)[CH2:12]2.[OH:1][CH2:2][C:3]12[CH2:12][CH:7]3[CH2:6][CH:5]([CH2:11][CH:9]([CH2:8]3)[CH2:10]1)[CH2:4]2. Reported procedure: The procedure of Example 1 was repeated, except that 1 millimole of 1-hydroxymethyladamantane was used instead of 1-decanol and 6 ml of 1,2-dichloroethane was employed in lieu of trifluoromethylbenzene, to give 1-adamantanecarbaldehyde in a conversion rate of 1-hydroxymethyladamantane of 76% (yield 58%). The reactants are C(C(=O)Cl)(=O)Cl (oxalyl chloride), C(=O)(O)C1=CN(C=C1)C1=C2C=CC=NC2=CC=C1 (3-carboxy-1-(quinol-5-yl)-1H-pyrrole). The solvent is ClCCl (dichloromethane). Run at temperature 22 celsius, time 15 hour. Yields the product Cl.ClC(=O)C1=CN(C=C1)C1=C2C=CC=NC2=CC=C1 (3-chlorocarbonyl-1-(quinol-5-yl)-1H-pyrrole hydrochloride). The yield is 106.6%. RXN SMILES: [C:1](Cl)(=O)[C:2]([Cl:4])=[O:3].C([C:10]1C=[CH:13][N:12]([C:15]2[CH:24]=[CH:23][CH:22]=[C:21]3[C:16]=2[CH:17]=[CH:18][CH:19]=[N:20]3)[CH:11]=1)(O)=O>ClCCl>[ClH:4].[Cl:4][C:2]([C:1]1[CH:10]=[CH:11][N:12]([C:15]2[CH:24]=[CH:23][CH:22]=[C:21]3[C:16]=2[CH:17]=[CH:18][CH:19]=[N:20]3)[CH:13]=1)=[O:3] |f:3.4|. Procedure details: 0.5 mL (5.73 mmol) of oxalyl chloride is added to a solution, cooled to a temperature in the region of 5° C., of 0.42 g (1.76 mmol) of 3-carboxy-1-(quinol-5-yl)-1H-pyrrole in 10 mL of dichloromethane under an argon atmosphere. After stirring at a temperature in the region of 22° C. for 15 hours, concentrating the reaction mixture to dryness under reduced pressure (2.7 kPa) gives 0.55 g of 3-chlorocarbonyl-1-(quinol-5-yl)-1H-pyrrole hydrochloride in the form of a cream-coloured solid which is use... Reactants: C(C)(=O)OCC (ethyl acetate), BrCC1=C(C=C(C(=O)OC)C=C1)OC (methyl 4-bromomethyl-3-methoxybenzoate), O(S(=O)(=O)C(F)(F)F)C1=CC=CC2=CC=C(C=C12)NC(CC1CCCC1)=O (7-(cyclopentylacetamido)naphth-1-yl triflate). Reagents/catalysts: [Zn] (zinc), C1=CC=C(C=C1)P([C-]2C=CC=C2)C3=CC=CC=C3.C1=CC=C(C=C1)P([C-]2C=CC=C2)C3=CC=CC=C3.Cl[Pd]Cl.[Fe+2] (dichloro[1,1'-bis(diphenylphosphino)ferrocene]palladium(II)). Solvent: O1CCCC1 (tetrahydrofuran), O1CCCC1 (tetrahydrofuran). Run at time 18 hour. Product: C1(CCCC1)CC(=O)NC1=CC=C2C=CC=C(C2=C1)CC1=C(C=C(C(=O)OC)C=C1)OC (Methyl 4-[7-(cyclopentylacetamido)naphth-1-ylmethyl]-3-methoxybenzoate). The yield is 79.0%. RXN SMILES: Br[CH2:2][C:3]1[CH:12]=[CH:11][C:6]([C:7]([O:9][CH3:10])=[O:8])=[CH:5][C:4]=1[O:13][CH3:14].O([C:23]1[C:32]2[C:27](=[CH:28][CH:29]=[C:30]([NH:33][C:34](=[O:41])[CH2:35][CH:36]3[CH2:40][CH2:39][CH2:38][CH2:37]3)[CH:31]=2)[CH:26]=[CH:25][CH:24]=1)S(C(F)(F)F)(=O)=O.C(OCC)(=O)C>O1CCCC1.[Zn].C1C=CC(P(C2C=CC=CC=2)[C-]2C=CC=C2)=CC=1.C1C=CC(P(C2C=CC=CC=2)[C-]2C=CC=C2)=CC=1.Cl[Pd]Cl.[Fe+2]>[CH:36]1([CH2:35][C:34]([NH:33][C:30]2[CH:31]=[C:32]3[C:27]([CH:26]=[CH:25][CH:24]=[C:23]3[CH2:2][C:3]3[CH:12]=[CH:11][C:6]([C:7]([O:9][CH3:10])=[O:8])=[CH:5][C:4]=3[O:13][CH3:14])=[CH:28][CH:29]=2)=[O:41])[CH2:40][CH2:39][CH2:38][CH2:37]1 |f:5.6.7.8|. Reported procedure: A mixture of activated zinc dust (806 mg), methyl 4-bromomethyl-3-methoxybenzoate (2.14 g) and tetrahydrofuran (15 ml) was stirred for 18 h. To the reaction was added dichloro[1,1'-bis(diphenylphosphino)ferrocene]palladium(II) (76 mg). After stirring for 15 min, 7-(cyclopentylacetamido)naphth-1-yl triflate (830 mg) in tetrahydrofuran (10 ml) was added and the mixture was stirred for 72 h. The mixture was added to 100 ml of ethyl acetate and the ethyl acetate solution was washed (1N HCl, brine), ... Starting materials: CC=1C=C2C(=NC=NN2C1)N (6-methylpyrrolo[2,1-f][1,2,4]triazin-4-amine), [Cl-].C=[N+]1CCOCC1 (4-methylenemorpholin-4-ium chloride), BrN1C(N(C(C1(C)C)=O)Br)=O (1,3-dibromo-5,5-dimethylimidazolidine-2,4-dione). Run in CN(C)C=O (DMF). Reaction conditions: temperature -78 celsius, time 17 hour. Yields the product BrC=1C(=C(N2N=CN=C(C21)N)CN2CCOCC2)C (5-bromo-6-methyl-7-(morpholin-4-ylmethyl)pyrrolo[2,1-f][1,2,4]triazin-4-amine). The yield is 77.9%. As a reaction SMILES: [CH3:1][C:2]1[CH:3]=[C:4]2[N:9]([CH:10]=1)[N:8]=[CH:7][N:6]=[C:5]2[NH2:11].[Cl-].[CH2:13]=[N+:14]1[CH2:19][CH2:18][O:17][CH2:16][CH2:15]1.[Br:20]N1C(C)(C)C(=O)N(Br)C1=O>CN(C=O)C>[Br:20][C:3]1[C:2]([CH3:1])=[C:10]([CH2:13][N:14]2[CH2:19][CH2:18][O:17][CH2:16][CH2:15]2)[N:9]2[C:4]=1[C:5]([NH2:11])=[N:6][CH:7]=[N:8]2 |f:1.2|. Reported procedure: To a solution of 6-methylpyrrolo[2,1-f][1,2,4]triazin-4-amine (350 mg, 2.36 mmol) in DMF (5 mL), was added 4-methylenemorpholin-4-ium chloride (Eur. J. Med. Chem. 1989, 24, 379-384) (750 mg, 2.84 mmol) at rt. The reaction was stirred for 17 hr, cooled to −78° C., and treated with 1,3-dibromo-5,5-dimethylimidazolidine-2,4-dione (337 mg, 1.18 mmol). The reaction was allowed to stir for 30 minutes while warming to rt. The mixture was partitioned between ethyl acetate (200 mL) and saturated aqueous ... Starting materials: Cl.NC1=CC=C(C=C1)B(O)O (4-aminophenylboronic acid hydrochloride), BrC1=CC=C(C(=O)[C@H]2[C@@H](CCC2)C(=O)O)C=C1 (trans-2-(4-bromo-benzoyl)-cyclopentanecarboxylic acid), C([O-])([O-])=O.[Na+].[Na+] (sodium carbonate), C(C)O (ethanol). The reagents and catalysts are [Pd].C1(=CC=CC=C1)P(C1=CC=CC=C1)C1=CC=CC=C1.C1(=CC=CC=C1)P(C1=CC=CC=C1)C1=CC=CC=C1.C1(=CC=CC=C1)P(C1=CC=CC=C1)C1=CC=CC=C1.C1(=CC=CC=C1)P(C1=CC=CC=C1)C1=CC=CC=C1 (tetrakis(triphenylphosphine) palladium (0)). The solvent is COCCOC (ethylene glycol dimethyl ether). Run at temperature 160 celsius. The product is NC1=CC=C(C=C1)C1=CC=C(C=C1)C(=O)[C@H]1[C@@H](CCC1)C(=O)O (trans-2-(4′-amino-biphenyl-4-carbonyl)-cyclopentanecarboxylic acid). Yield: 64.6%. RXN SMILES: Cl.[NH2:2][C:3]1[CH:8]=[CH:7][C:6](B(O)O)=[CH:5][CH:4]=1.Br[C:13]1[CH:28]=[CH:27][C:16]([C:17]([C@@H:19]2[CH2:23][CH2:22][CH2:21][C@H:20]2[C:24]([OH:26])=[O:25])=[O:18])=[CH:15][CH:14]=1.C(=O)([O-])[O-].[Na+].[Na+].C(O)C>[Pd].C1(P(C2C=CC=CC=2)C2C=CC=CC=2)C=CC=CC=1.C1(P(C2C=CC=CC=2)C2C=CC=CC=2)C=CC=CC=1.C1(P(C2C=CC=CC=2)C2C=CC=CC=2)C=CC=CC=1.C1(P(C2C=CC=CC=2)C2C=CC=CC=2)C=CC=CC=1.COCCOC>[NH2:2][C:3]1[CH:8]=[CH:7][C:6]([C:13]2[CH:14]=[CH:15][C:16]([C:17]([C@@H:19]3[CH2:23][CH2:22][CH2:21][C@H:20]3[C:24]([OH:26])=[O:25])=[O:18])=[CH:27][CH:28]=2)=[CH:5][CH:4]=1 |f:0.1,3.4.5,7.8.9.10.11|. Reported procedure: A mixture of 4-aminophenylboronic acid hydrochloride (0.21 g, 1.2 mmol), trans-2-(4-bromo-benzoyl)-cyclopentanecarboxylic acid (0.30 g, 1 mmol), tetrakis(triphenylphosphine) palladium (0) (10 mg), 2 M aqueous sodium carbonate solution (0.5 mL), ethanol (2 mL), and ethylene glycol dimethyl ether (3 mL) was heated under microwave condition to 160° C. for 30 min. The crude reaction mixture was adsorbed onto silica gel and flash chromatography (eluting with ethyl acetate and hexanes) yielded 0.2 g o... Starting materials: OC(C#C[C@@H]1O[C@H](CC1)C1=CC=C(C=C1)F)C (trans-2-(3-Hydroxy-but-1-ynyl)-5-(4-fluorophenyl) tetrahydrofuran), C1(=CC=CC=C1)P(C1=CC=CC=C1)C1=CC=CC=C1 (triphenylphosphine), O(C1=CC=CC=C1)C(=O)NOC(=O)OC1=CC=CC=C1 (N,O-bis(phenoxycarbonyl)hydroxylamine). Solvent: C1CCOC1 (THF). Conditions: temperature 0 celsius, time 1 hour. Yield: 57.4%. Reagents/catalysts: CC(C)OC(=O)/N=N/C(=O)OC(C)C (diisopropylazodicarboxylate). Reaction SMILES: O[CH:2]([CH3:17])[C:3]#[C:4][C@H:5]1[CH2:9][CH2:8][C@H:7]([C:10]2[CH:15]=[CH:14][C:13]([F:16])=[CH:12][CH:11]=2)[O:6]1.C1(P(C2C=CC=CC=2)C2C=CC=CC=2)C=CC=CC=1.[O:37]([C:44]([NH:46][O:47][C:48]([O:50][C:51]1[CH:56]=[CH:55][CH:54]=[CH:53][CH:52]=1)=[O:49])=[O:45])[C:38]1[CH:43]=[CH:42][CH:41]=[CH:40][CH:39]=1>C1COCC1.CC(OC(/N=N/C(OC(C)C)=O)=O)C>[O:50]([C:48]([O:47][N:46]([CH:2]([CH3:17])[C:3]#[C:4][C@H:5]1[CH2:9][CH2:8][C@H:7]([C:10]2[CH:15]=[CH:14][C:13]([F:16])=[CH:12][CH:11]=2)[O:6]1)[C:44]([O:37][C:38]1[CH:39]=[CH:40][CH:41]=[CH:42][CH:43]=1)=[O:45])=[O:49])[C:51]1[CH:52]=[CH:53][CH:54]=[CH:55][CH:56]=1. Product: O(C1=CC=CC=C1)C(=O)ON(C(=O)OC1=CC=CC=C1)C(C#C[C@@H]1O[C@H](CC1)C1=CC=C(C=C1)F)C (trans-2-{3-(N-phenoxycarbonyloxy-N-phenoxycarbonyl-amino)-but-1-ynyl}-5-(4-fluorophenyl) tetrahydrofuran). Reported procedure: trans-2-(3-Hydroxy-but-1-ynyl)-5-(4-fluorophenyl) tetrahydrofuran (205, 210 mg, 0.89 mmol), triphenylphosphine (288 mg, 1.1 mmol) and N,O-bis(phenoxycarbonyl)hydroxylamine (283 mg, 1.1 mmol) were dissolved in dry THF (5 mL). The solution was cooled to 0° C. under dry argon, and diisopropylazodicarboxylate (216 mL, 1.1 μmol) was added dropwise. Stirring was continued for 1 hour at the same temperature. The solvent was evaporated and the residue was purified via flash column chromatography (eluent... Reactants: CC(=O)O, COC(=O)C(C)(C)Oc1ccc(CCCC2CN(Cc3ccc(C(C)(C)C)cc3)C(=O)N2C)cc1C. Yields the product COC(=O)C(C)(C)Oc1ccc(CCCC2CNC(=O)N2C)cc1C. Reaction SMILES: [C:37]([OH:38])(=[O:39])[CH3:40].[CH3:1][O:2][C:3]([C:4]([CH3:5])([CH3:6])[O:7][c:8]1[c:9]([CH3:35])[cH:10][c:11]([CH2:14][CH2:15][CH2:16][CH:17]2[N:18]([CH3:34])[C:19](=[O:33])[N:20]([CH2:22][c:23]3[cH:24][cH:25][c:26]([C:27]([CH3:28])([CH3:29])[CH3:30])[cH:31][cH:32]3)[CH2:21]2)[cH:12][cH:13]1)=[O:36]>>[CH3:1][O:2][C:3]([C:4]([CH3:5])([CH3:6])[O:7][c:8]1[c:9]([CH3:35])[cH:10][c:11]([CH2:14][CH2:15][CH2:16][CH:17]2[N:18]([CH3:34])[C:19](=[O:33])[NH:20][CH2:21]2)[cH:12][cH:13]1)=[O:36].